describe an organic reaction: reactants, conditions, products, and yield From a dataset of the Open Reaction Database (ORD), a public repository of structured organic reaction records. Yields the product C(C1=CC=CC=C1)N1C(=NC2=C1C=C(C=C2)OCCN2CCCCC2)C2=CC(=CC=C2)C (1-benzyl-2-(3-methylphenyl)-6-[2-(1-piperidinyl)ethoxy]benzimidazole). The reactants are C(C1=CC=CC=C1)N1C(=NC2=C1C=C(C=C2)O)C2=CC(=CC=C2)C (1-benzyl-2-(3-methylphenyl)-6-hydroxybenzimidazole), CC(=O)C (acetone), 2-(piperdinyl-1-yl)ethyl chloride, C([O-])([O-])=O.[K+].[K+] (potassium carbonate). Procedure details: The title compound was synthesized by reacting the compound of Example 84, supra, (0.25 g, 0.79 mmol) with 2-(piperdinyl-1-yl)ethyl chloride (17.46 g, 7.9 mmol) in the presence of potassium carbonate (2.20 g, 15.9 mmol) and acetone (150 ml). These contents were added to a flask and refluxed overnight. Reaction SMILES: [CH2:1]([N:8]1[C:12]2[CH:13]=[C:14](O)[CH:15]=[CH:16][C:11]=2[N:10]=[C:9]1[C:18]1[CH:23]=[CH:22][CH:21]=[C:20]([CH3:24])[CH:19]=1)[C:2]1[CH:7]=[CH:6][CH:5]=[CH:4][CH:3]=1.[C:25](=[O:28])([O-])[O-].[K+].[K+].[CH3:31][C:32]([CH3:34])=O>>[CH2:1]([N:8]1[C:12]2[CH:13]=[C:14]([O:28][CH2:25][CH2:9][N:8]3[CH2:1][CH2:2][CH2:34][CH2:32][CH2:31]3)[CH:15]=[CH:16][C:11]=2[N:10]=[C:9]1[C:18]1[CH:23]=[CH:22][CH:21]=[C:20]([CH3:24])[CH:19]=1)[C:2]1[CH:7]=[CH:6][CH:5]=[CH:4][CH:3]=1 |f:1.2.3|. Starting materials: COc1cc(C(=O)CCN(C)C)cc(OC)c1OC, Cl, CCCOc1c(I)cc(C=O)cc1OC, N#C[Na], CN(C)C=O. Yields the product CCCOc1c(I)cc(C(=O)CCC(=O)c2cc(OC)c(OC)c(OC)c2)cc1OC. RXN SMILES: [CH3:19][N:20]([CH2:21][CH2:22][C:23](=[O:24])[c:25]1[cH:26][c:27]([O:35][CH3:36])[c:28]([O:33][CH3:34])[c:29]([O:31][CH3:32])[cH:30]1)[CH3:37].[ClH:38].[I:1][c:2]1[c:3]([O:12][CH2:13][CH2:14][CH3:15])[c:4]([O:10][CH3:11])[cH:5][c:6]([CH:7]=[O:8])[cH:9]1.[Na:16][C:17]#[N:18].[O:39]=[CH:40][N:41]([CH3:42])[CH3:43]>>[I:1][c:2]1[c:3]([O:12][CH2:13][CH2:14][CH3:15])[c:4]([O:10][CH3:11])[cH:5][c:6]([C:7](=[O:8])[CH2:21][CH2:22][C:23](=[O:24])[c:25]2[cH:26][c:27]([O:35][CH3:36])[c:28]([O:33][CH3:34])[c:29]([O:31][CH3:32])[cH:30]2)[cH:9]1.